describe an organic reaction: reactants, conditions, products, and yield From a dataset of the Open Reaction Database (ORD), a public repository of structured organic reaction records. Reactants: O=C([O-])[O-], CNC, CSc1cc(=O)c2sccc2s1, Cl, [K+], [K+]. The product is CSc1sc2ccsc2c(=O)c1CO. As a reaction SMILES: [C:17]([O-:18])(=[O:19])[O-:20].[CH3:14][NH:15][CH3:16].[CH3:1][S:2][c:3]1[cH:4][c:5](=[O:12])[c:6]2[c:7]([s:8]1)[cH:9][cH:10][s:11]2.[ClH:13].[K+:21].[K+:22]>>[CH3:1][S:2][c:3]1[c:4]([CH2:17][OH:18])[c:5](=[O:12])[c:6]2[c:7]([s:8]1)[cH:9][cH:10][s:11]2. Reactants: COB(OC)OC, Cc1cccnc1N(C)C, CCCCCC, [Li]CCCC, C1CCOC1, O, OO. Yields the product CN(C)c1ncccc1CO. As a reaction SMILES: [CH3:16][O:17][B:18]([O:19][CH3:20])[O:21][CH3:22].[CH3:1][c:2]1[c:3]([N:8]([CH3:9])[CH3:10])[n:4][cH:5][cH:6][cH:7]1.[CH3:30][CH2:31][CH2:32][CH2:33][CH2:34][CH3:35].[Li:11][CH2:12][CH2:13][CH2:14][CH3:15].[O:25]1[CH2:26][CH2:27][CH2:28][CH2:29]1.[OH2:36].[OH:23][OH:24]>>[CH2:1]([c:2]1[c:3]([N:8]([CH3:9])[CH3:10])[n:4][cH:5][cH:6][cH:7]1)[OH:17]. Reaction SMILES: [OH:1][C:2]1[CH:6]=[C:5]([CH:7]([CH3:9])[CH3:8])[S:4][C:3]=1[C:10]([C:12]1[CH:17]=[CH:16][C:15]([O:18][CH3:19])=[CH:14][CH:13]=1)=[O:11].[C:20]([O:23][CH:24]1[CH:29]([O:30][C:31](=[O:33])[CH3:32])[CH:28]([O:34][C:35](=[O:37])[CH3:36])[CH:27]([CH2:38][O:39][C:40](=[O:42])[CH3:41])[O:26][CH:25]1Br)(=[O:22])[CH3:21].C(=O)([O-])[O-].[K+].[K+].O>[Cl-].C([N+](CCCC)(CCCC)CCCC)C1C=CC=CC=1.ClCCl>[C:20]([O:23][CH:24]1[CH:29]([O:30][C:31](=[O:33])[CH3:32])[CH:28]([O:34][C:35](=[O:37])[CH3:36])[CH:27]([CH2:38][O:39][C:40](=[O:42])[CH3:41])[O:26][CH:25]1[O:1][C:2]1[CH:6]=[C:5]([CH:7]([CH3:9])[CH3:8])[S:4][C:3]=1[C:10](=[O:11])[C:12]1[CH:13]=[CH:14][C:15]([O:18][CH3:19])=[CH:16][CH:17]=1)(=[O:22])[CH3:21] |f:2.3.4,6.7|. Reported procedure: 380 mg of (3-hydroxy-5-isopropyl-thiophen-2-yl)-(4-methoxy-phenyl)-methanone, 848 mg of 4,5-diacetoxy-6-acetoxymethyl-2-bromo-tetrahydro-pyran-3-yl acetate, 1.43 g of potassium carbonate and 71.1 mg of benzyltributylammonium chloride were dissolved in 20 ml of dichloromethane, and 1.20 ml of water were added. The reaction mixture was stirred at 22° C. for 40 h. 50 ml of water were added to the reaction mixture, which was extracted twice with 50 ml of dichloromethane each time. The combined organ... The solvent is ClCCl (dichloromethane). Reactants: O (water), OC1=C(SC(=C1)C(C)C)C(=O)C1=CC=C(C=C1)OC ((3-hydroxy-5-isopropyl-thiophen-2-yl)-(4-methoxy-phenyl)-methanone), C(C)(=O)OC1C(OC(C(C1OC(C)=O)OC(C)=O)COC(C)=O)Br (4,5-diacetoxy-6-acetoxymethyl-2-bromo-tetrahydro-pyran-3-yl acetate), C([O-])([O-])=O.[K+].[K+] (potassium carbonate), O (water). Run at temperature 22 celsius, time 40 hour. Yields the product C(C)(=O)OC1C(OC(C(C1OC(C)=O)OC(C)=O)COC(C)=O)OC1=C(SC(=C1)C(C)C)C(C1=CC=C(C=C1)OC)=O ((4,5-Diacetoxy-6-acetoxymethyl-2-[5-isopropyl-2-(4-methoxy-benzoyl)-thiophen-3-yloxy]-tetrahydro-pyran-3yl) acetate). Reagents/catalysts: [Cl-].C(C1=CC=CC=C1)[N+](CCCC)(CCCC)CCCC (benzyltributylammonium chloride).